From a dataset of the Open Reaction Database (ORD), a public repository of structured organic reaction records. describe an organic reaction: reactants, conditions, products, and yield Reactants: NC=1C(=CC=C2C=NN(C12)C[C@H](C)NC(OCC1=CC=CC=C1)=O)O (Benzyl (S)-2-(7-amino-6-hydroxy-1H-indazol-1-yl)-1-methylethylcarbamate), C(OC)(OC)(OC)OC (tetramethyl orthocarbonate), O.C1(=CC=C(C=C1)S(=O)(=O)O)C (p-toluenesulfonic acid hydrate). Conditions: time 1 hour. Yields the product COC=1OC2=C(N1)C1=C(C=C2)C=NN1C[C@H](C)NC(OCC1=CC=CC=C1)=O (Benzyl (S)-2-(7-methoxy-1H-pyrazolo[3,4-e]benzoxazol-1-yl)-1-methylethylcarbamate). As a reaction SMILES: [NH2:1][C:2]1[C:3]([OH:25])=[CH:4][CH:5]=[C:6]2[C:10]=1[N:9]([CH2:11][C@@H:12]([NH:14][C:15](=[O:24])[O:16][CH2:17][C:18]1[CH:23]=[CH:22][CH:21]=[CH:20][CH:19]=1)[CH3:13])[N:8]=[CH:7]2.[C:26](OC)(OC)(OC)[O:27][CH3:28].O.C1(C)C=CC(S(O)(=O)=O)=CC=1>>[CH3:26][O:27][C:28]1[O:25][C:3]2[CH:4]=[CH:5][C:6]3[CH:7]=[N:8][N:9]([CH2:11][C@@H:12]([NH:14][C:15](=[O:24])[O:16][CH2:17][C:18]4[CH:19]=[CH:20][CH:21]=[CH:22][CH:23]=4)[CH3:13])[C:10]=3[C:2]=2[N:1]=1 |f:2.3|. Procedure details: The product from Step D (0.47 g) was combined with tetramethyl orthocarbonate (15 mL), p-toluenesulfonic acid hydrate (10 mg) and the mixture was stirred at room temperature for 1 h. The reaction was quenched with triethylamine (1 ml) and the reaction mixture was evaporated to a residue which was purified by chromatography (silica gel, hexane/ethyl acetate gradient) to give a colorless oil (60 mg): LC/MS m/z 381. Reactants: CCOC(=O)CN1CCNCC1, CCSC1=NC(=O)C(=Cc2ccc3c(cnn3Cc3ccc(Cl)cc3C(F)(F)F)c2)S1. The product is CCOC(=O)CN1CCN(C2=NC(=O)C(=Cc3ccc4c(cnn4Cc4ccc(Cl)cc4C(F)(F)F)c3)S2)CC1. RXN SMILES: [CH2:32]([CH3:33])[O:34][C:35]([CH2:36][N:37]1[CH2:38][CH2:39][NH:40][CH2:41][CH2:42]1)=[O:43].[Cl:1][c:2]1[cH:3][c:4]([C:28]([F:29])([F:30])[F:31])[c:5]([CH2:6][n:7]2[n:8][cH:9][c:10]3[cH:11][c:12]([CH:16]=[C:17]4[C:18](=[O:25])[N:19]=[C:20]([S:22][CH2:23][CH3:24])[S:21]4)[cH:13][cH:14][c:15]23)[cH:26][cH:27]1>>[Cl:1][c:2]1[cH:3][c:4]([C:28]([F:29])([F:30])[F:31])[c:5]([CH2:6][n:7]2[n:8][cH:9][c:10]3[cH:11][c:12]([CH:16]=[C:17]4[C:18](=[O:25])[N:19]=[C:20]([N:40]5[CH2:39][CH2:38][N:37]([CH2:36][C:35]([O:34][CH2:32][CH3:33])=[O:43])[CH2:42][CH2:41]5)[S:21]4)[cH:13][cH:14][c:15]23)[cH:26][cH:27]1. The reactants are BrC=1C=C(C=C(C1OC(C(C(F)(F)F)F)(F)F)C(F)(F)F)NC(=O)C (3-bromo-4-(1,1,2,3,3,3-hexafluoropropoxy)-5-(trifluoromethyl)acetaminobenzene). The solvent is Cl (hydrochloric acid), C(C)O (ethanol). The product is BrC=1C=C(N)C=C(C1OC(C(C(F)(F)F)F)(F)F)C(F)(F)F (3-bromo-4-(1,1,2,3,3,3-hexafluoropropoxy)-5-(trifluoromethyl)aniline), formula II. As a reaction SMILES: [Br:1][C:2]1[CH:3]=[C:4]([NH:22]C(C)=O)[CH:5]=[C:6]([C:18]([F:21])([F:20])[F:19])[C:7]=1[O:8][C:9]([F:17])([F:16])[CH:10]([F:15])[C:11]([F:14])([F:13])[F:12]>Cl.C(O)C>[Br:1][C:2]1[CH:3]=[C:4]([CH:5]=[C:6]([C:18]([F:19])([F:20])[F:21])[C:7]=1[O:8][C:9]([F:16])([F:17])[CH:10]([F:15])[C:11]([F:14])([F:13])[F:12])[NH2:22]. Procedure details: 22.7 g of 3-bromo-4-(1,1,2,3,3,3-hexafluoropropoxy)-5-(trifluoromethyl)acetaminobenzene are heated at reflux for 4 hours in a mixture of 100 ml of concentrated hydrochloric acid and 300 ml of ethanol. The bulk of the solvent is then distilled off, the residue is made alkaline with 10% sodium hydroxide solution and extracted with ether. The ethereal extract is dried over sodium sulfate and the solvent is removed in vacuo. Fractional distillation of the residue affords the title compound as a yell...